Dataset: the Open Reaction Database (ORD), a public repository of structured organic reaction records. Task: describe an organic reaction: reactants, conditions, products, and yield Starting materials: CS(C)=O, BrCC1CC1, O=c1cc(Cl)[nH]c(=O)[nH]1, [K+], [K+], [Na+], O=C([O-])[O-], [OH-]. Product: O=c1cc(Cl)n(CC2CC2)c(=O)[nH]1. RXN SMILES: [CH3:23][S:24]([CH3:25])=[O:26].[CH:16]1([CH2:19][Br:20])[CH2:17][CH2:18]1.[Cl:1][c:2]1[cH:3][c:4](=[O:9])[nH:5][c:6](=[O:8])[nH:7]1.[K+:10].[K+:11].[Na+:22].[O-:12][C:13]([O-:14])=[O:15].[OH-:21]>>[Cl:1][c:2]1[cH:3][c:4](=[O:9])[nH:5][c:6](=[O:8])[n:7]1[CH2:19][CH:16]1[CH2:17][CH2:18]1. The reactants are BrC=1C=C2C(=NC1)N(C(=N2)C2=C(C=CC=C2)SCC)C (6-bromo-2-(2-ethylsulfanylphenyl)-3-methyl-3H-imidazo[4,5-b]pyridine), C(C)(=O)CC(C)=O (acetylacetone), C([O-])([O-])=O.[Cs+].[Cs+] (cesium carbonate), N (ammonia), [Cl-].[NH4+] (ammonium chloride). Reagents/catalysts: C(C)(=O)CC(C)=O.[Cu+2] (copper (II) acetylacetone). The solvent is CN1CCCC1=O (NMP). Conditions: temperature 120 celsius, time 6 hour. Product: NC=1C=C2C(=NC1)N(C(=N2)C2=C(C=CC=C2)SCC)C (6-amino-2-(2-ethylsulfanylphenyl)-3-methyl-3H-imidazo[4,5-b]pyridine). Reaction SMILES: Br[C:2]1[CH:3]=[C:4]2[N:10]=[C:9]([C:11]3[CH:16]=[CH:15][CH:14]=[CH:13][C:12]=3[S:17][CH2:18][CH3:19])[N:8]([CH3:20])[C:5]2=[N:6][CH:7]=1.C(CC(=O)C)(=O)C.C(=O)([O-])[O-].[Cs+].[Cs+].[NH3:34].[Cl-].[NH4+]>C(CC(=O)C)(=O)C.[Cu+2].CN1C(=O)CCC1>[NH2:34][C:2]1[CH:3]=[C:4]2[N:10]=[C:9]([C:11]3[CH:16]=[CH:15][CH:14]=[CH:13][C:12]=3[S:17][CH2:18][CH3:19])[N:8]([CH3:20])[C:5]2=[N:6][CH:7]=1 |f:2.3.4,6.7,8.9|. Procedure: To a pressure-resistant reaction container, 6-bromo-2-(2-ethylsulfanylphenyl)-3-methyl-3H-imidazo[4,5-b]pyridine (1.74 g), copper (II) acetylacetone (0.26 g), acetylacetone (0.50 g), cesium carbonate (3.25 g), NMP (9 ml), and 28% of aqueous ammonia (4 ml) were added, and stirred at 120° C. for 6 hours. The mixture was cooled to room temperature, and then saturated aqueous ammonium chloride solution was poured, and extracted with ethyl acetate. The organic layer was dried over sodium sulfate, and... The reactants are [BH4-], C1CCOC1, CO, COc1ccc(N2CCN(c3c(C)c(C)c4c(c3C)C(=O)C(C)(C)O4)CC2)cc1, [Na+]. Yields the product COc1ccc(N2CCN(c3c(C)c(C)c4c(c3C)C(O)C(C)(C)O4)CC2)cc1. As a reaction SMILES: [BH4-:1].[CH2:34]1[O:35][CH2:36][CH2:37][CH2:38]1.[CH3:32][OH:33].[CH3:3][O:4][c:5]1[cH:6][cH:7][c:8]([N:11]2[CH2:12][CH2:13][N:14]([c:17]3[c:18]([CH3:31])[c:19]([CH3:30])[c:20]4[c:21]([c:28]3[CH3:29])[C:22](=[O:27])[C:23]([CH3:25])([CH3:26])[O:24]4)[CH2:15][CH2:16]2)[cH:9][cH:10]1.[Na+:2]>>[CH3:3][O:4][c:5]1[cH:6][cH:7][c:8]([N:11]2[CH2:12][CH2:13][N:14]([c:17]3[c:18]([CH3:31])[c:19]([CH3:30])[c:20]4[c:21]([c:28]3[CH3:29])[CH:22]([OH:27])[C:23]([CH3:25])([CH3:26])[O:24]4)[CH2:15][CH2:16]2)[cH:9][cH:10]1.